This data is from the Open Reaction Database (ORD), a public repository of structured organic reaction records. The task is: describe an organic reaction: reactants, conditions, products, and yield Starting materials: C1(=CC=CC=C1)[SeH-](=[Se])C1=CC=CC=C1 (diphenyldiselenide), C(C)(=O)OC(C)=O (acetic anhydride), OO (H2O2), [BH4-].[Na+] (sodium borohydride), C(C)(=O)OC1=CC=2CC[C@H]3[C@@H]4C[C@@H]5[C@H]([C@@]4(C)CC[C@@H]3C2C=C1)O5 (3-acetoxy-16α,17α-epoxy-1,3,5(10)-estratriene), ice water. The solvent is C(C)O (ethanol), N1=CC=CC=C1 (pyridine). Run at temperature 0 celsius. Yields the product C(C)(=O)OC1=CC=2CC[C@H]3[C@@H]4C=C[C@H]([C@@]4(C)CC[C@@H]3C2C=C1)O (3-acetoxy-1,3,5(10),15-estratetraen- 17α-ol). As a reaction SMILES: C1([SeH-](C2C=CC=CC=2)=[Se])C=CC=CC=1.[BH4-].[Na+].[C:17]([O:20][C:21]1[CH:38]=[CH:37][C:36]2[C@@H:35]3[C@H:26]([C@H:27]4[C@@:31]([CH2:33][CH2:34]3)([CH3:32])[C@@H:30]3[O:39][C@@H:29]3[CH2:28]4)[CH2:25][CH2:24][C:23]=2[CH:22]=1)(=[O:19])[CH3:18].OO.C(OC(=O)C)(=O)C>N1C=CC=CC=1.C(O)C>[C:17]([O:20][C:21]1[CH:38]=[CH:37][C:36]2[C@@H:35]3[C@H:26]([C@H:27]4[C@@:31]([CH2:33][CH2:34]3)([CH3:32])[C@H:30]([OH:39])[CH:29]=[CH:28]4)[CH2:25][CH2:24][C:23]=2[CH:22]=1)(=[O:19])[CH3:18] |f:1.2|. Reported procedure: 1.7 g. of diphenyldiselenide is dissolved in 90 ml. of absolute ethanol and mixed at room temperature with 480 mg. of sodium borohydride. After decolorization of the yellow solution, 2.2 g. of 3-acetoxy-16α,17α-epoxy-1,3,5(10)-estratriene [V. Prelog et al., Helv. 28, 250 (1945)] is added thereto and the mixture heated for 20 hours under reflux. After cooling to 0° C., 5 ml. of 30% H2O2 is added dropwise, and the solution is gradually warmed to 50° C. The product is worked up in accordance with E... Reactants: O=c1[nH]c2cccnc2n1-c1ccc(OCc2ccccc2)cc1, CO, [Ca+2], [Cl-], [Cl-], [H-], CCI, [Na+], CN(C)C=O. Yields the product CCn1c(=O)n(-c2ccc(OCc3ccccc3)cc2)c2ncccc21. As a reaction SMILES: [CH2:1]([c:2]1[cH:3][cH:4][cH:5][cH:6][cH:7]1)[O:8][c:9]1[cH:10][cH:11][c:12](-[n:15]2[c:16](=[O:24])[nH:17][c:18]3[c:19]2[n:20][cH:21][cH:22][cH:23]3)[cH:13][cH:14]1.[CH3:38][OH:39].[Ca+2:31].[Cl-:30].[Cl-:32].[H-:25].[I:27][CH2:28][CH3:29].[Na+:26].[O:33]=[CH:34][N:35]([CH3:36])[CH3:37]>>[CH2:1]([c:2]1[cH:3][cH:4][cH:5][cH:6][cH:7]1)[O:8][c:9]1[cH:10][cH:11][c:12](-[n:15]2[c:16](=[O:24])[n:17]([CH2:28][CH3:29])[c:18]3[c:19]2[n:20][cH:21][cH:22][cH:23]3)[cH:13][cH:14]1. The reactants are CC(C)(C)OC(=O)N(c1cscn1)S(=O)(=O)c1ccc(F)c(C#N)c1, O=C([O-])[O-], CS(C)=O, [Cl-], Oc1ccc(Cl)cc1-c1ccnn1C1CN(C(c2ccccc2)c2ccccc2)C1, [K+], [K+], [NH4+]. Product: CC(C)(C)OC(=O)N(c1cscn1)S(=O)(=O)c1ccc(Oc2ccc(Cl)cc2-c2ccnn2C2CN(C(c3ccccc3)c3ccccc3)C2)c(C#N)c1. Reaction SMILES: [C:31](#[N:32])[c:33]1[cH:34][c:35]([S:40](=[O:41])(=[O:42])[N:43]([C:44]([O:45][C:46]([CH3:47])([CH3:48])[CH3:49])=[O:50])[c:51]2[n:52][cH:53][s:54][cH:55]2)[cH:36][cH:37][c:38]1[F:39].[C:56](=[O:57])([O-:58])[O-:59].[CH3:64][S:65](=[O:66])[CH3:67].[Cl-:62].[Cl:1][c:2]1[cH:3][c:4](-[c:9]2[cH:10][cH:11][n:12][n:13]2[CH:14]2[CH2:15][N:16]([CH:18]([c:19]3[cH:20][cH:21][cH:22][cH:23][cH:24]3)[c:25]3[cH:26][cH:27][cH:28][cH:29][cH:30]3)[CH2:17]2)[c:5]([OH:8])[cH:6][cH:7]1.[K+:60].[K+:61].[NH4+:63]>>[Cl:1][c:2]1[cH:3][c:4](-[c:9]2[cH:10][cH:11][n:12][n:13]2[CH:14]2[CH2:15][N:16]([CH:18]([c:19]3[cH:20][cH:21][cH:22][cH:23][cH:24]3)[c:25]3[cH:26][cH:27][cH:28][cH:29][cH:30]3)[CH2:17]2)[c:5]([O:8][c:38]2[c:33]([C:31]#[N:32])[cH:34][c:35]([S:40](=[O:41])(=[O:42])[N:43]([C:44]([O:45][C:46]([CH3:47])([CH3:48])[CH3:49])=[O:50])[c:51]3[n:52][cH:53][s:54][cH:55]3)[cH:36][cH:37]2)[cH:6][cH:7]1. The reactants are CC(C)(C)[Si](C)(C)Cl, CCc1cc(C(C)=O)ccc1O, CN(C)C=O, O, c1c[nH]cn1. Yields the product CCc1cc(C(C)=O)ccc1O[Si](C)(C)C(C)(C)C. As a reaction SMILES: [C:13]([CH3:14])([CH3:15])([CH3:16])[Si:17]([CH3:18])([CH3:19])[Cl:20].[CH2:1]([CH3:2])[c:3]1[cH:4][c:5]([C:10]([CH3:11])=[O:12])[cH:6][cH:7][c:8]1[OH:9].[O:27]=[CH:28][N:29]([CH3:30])[CH3:31].[OH2:26].[nH:21]1[cH:22][cH:23][n:24][cH:25]1>>[CH2:1]([CH3:2])[c:3]1[cH:4][c:5]([C:10]([CH3:11])=[O:12])[cH:6][cH:7][c:8]1[O:9][Si:17]([C:13]([CH3:14])([CH3:15])[CH3:16])([CH3:18])[CH3:19]. Starting materials: O=Cc1ccnc(Br)c1, C1CCOC1, C[Mg]Cl. Product: CC(O)c1ccnc(Br)c1. RXN SMILES: [Br:1][c:2]1[n:3][cH:4][cH:5][c:6]([CH:8]=[O:9])[cH:7]1.[CH2:13]1[O:14][CH2:15][CH2:16][CH2:17]1.[CH3:10][Mg:11][Cl:12]>>[Br:1][c:2]1[n:3][cH:4][cH:5][c:6]([CH:8]([OH:9])[CH3:10])[cH:7]1. The reactants are BrCC(=O)OCC (Ethyl bromoacetate), C1CN(CCC=2NC=3C=CC=CC3C21)C(=O)OC(C)(C)C (tert-butyl 1,4,5,6-tetrahydroazepino[4,5-b]indole-3(2H)-carboxylate), CN(C=O)C (N,N-dimethylformamide), [H-].[Na+] (sodium hydride). Run in O (Water). Run at temperature 0 celsius, time 1 hour. The product is C(C)OC(CN1C2=C(C=3C=CC=CC13)CCN(CC2)C(=O)OC(C)(C)C)=O (tert-butyl 6-(2-ethoxy-2-oxoethyl)-1,4,5,6-tetrahydroazepino[4,5-b]indole-3(2H)-carboxylate). Reaction SMILES: [CH2:1]1[C:14]2[C:13]3[CH:12]=[CH:11][CH:10]=[CH:9][C:8]=3[NH:7][C:6]=2[CH2:5][CH2:4][N:3]([C:15]([O:17][C:18]([CH3:21])([CH3:20])[CH3:19])=[O:16])[CH2:2]1.CN(C)C=O.[H-].[Na+].Br[CH2:30][C:31]([O:33][CH2:34][CH3:35])=[O:32]>O>[CH2:34]([O:33][C:31](=[O:32])[CH2:30][N:7]1[C:8]2[CH:9]=[CH:10][CH:11]=[CH:12][C:13]=2[C:14]2[CH2:1][CH2:2][N:3]([C:15]([O:17][C:18]([CH3:21])([CH3:20])[CH3:19])=[O:16])[CH2:4][CH2:5][C:6]1=2)[CH3:35] |f:2.3|. Procedure: To a mixture of tert-butyl 1,4,5,6-tetrahydroazepino[4,5-b]indole-3(2H)-carboxylate (3.557 g, 12.42 mmol) and N,N-dimethylformamide (30 mL) was added 60% sodium hydride (0.596 g, 14.90 mmol). The mixture stirred for 1 h, and then cooled in a 0° C. bath. Ethyl bromoacetate was added, and the mixture warmed to room temperature. Water then was added and the mixture was evaporated in vacuo. The residue was taken up in ethyl acetate and washed with water. Evaporation and trituration with hexanes prov... Starting materials: CC(C)(C)OC(=O)N1CCC(O)CC1, CC(C)OC(=O)N=NC(=O)OC(C)C, C1CCOC1, O=Cc1cccc(O)c1, c1ccc(P(c2ccccc2)c2ccccc2)cc1, Cc1ccccc1. Yields the product CC(C)(C)OC(=O)N1CCC(Oc2cccc(C=O)c2)CC1. Reaction SMILES: [C:10]([CH3:11])([CH3:12])([CH3:13])[O:14][C:15](=[O:16])[N:17]1[CH2:18][CH2:19][CH:20]([OH:23])[CH2:21][CH2:22]1.[CH:50]([O:51][C:52]([N:53]=[N:54][C:55]([O:56][CH:57]([CH3:58])[CH3:59])=[O:60])=[O:61])([CH3:62])[CH3:63].[O:64]1[CH2:65][CH2:66][CH2:67][CH2:68]1.[OH:1][c:2]1[cH:3][c:4]([CH:5]=[O:6])[cH:7][cH:8][cH:9]1.[c:24]1([P:25]([c:26]2[cH:27][cH:28][cH:29][cH:30][cH:31]2)[c:32]2[cH:33][cH:34][cH:35][cH:36][cH:37]2)[cH:38][cH:39][cH:40][cH:41][cH:42]1.[c:43]1([CH3:44])[cH:45][cH:46][cH:47][cH:48][cH:49]1>>[O:1]([c:2]1[cH:3][c:4]([CH:5]=[O:6])[cH:7][cH:8][cH:9]1)[CH:20]1[CH2:19][CH2:18][N:17]([C:15]([O:14][C:10]([CH3:11])([CH3:12])[CH3:13])=[O:16])[CH2:22][CH2:21]1.